Dataset: the Open Reaction Database (ORD), a public repository of structured organic reaction records. Task: describe an organic reaction: reactants, conditions, products, and yield Starting materials: Cc1oc(-c2ccccc2)nc1COc1ccc(CCOS(C)(=O)=O)cc1, CN(C)C=O, [H-], [Na+], O, CCOC(=O)CCc1c[nH]nc1-c1ccccc1. Product: CCOC(=O)CCc1cn(CCc2ccc(OCc3nc(-c4ccccc4)oc3C)cc2)nc1-c1ccccc1. Reaction SMILES: [CH3:26][S:27]([O:28][CH2:31][CH2:32][c:33]1[cH:34][cH:35][c:36]([O:39][CH2:40][c:41]2[n:42][c:43](-[c:47]3[cH:48][cH:49][cH:50][cH:51][cH:52]3)[o:44][c:45]2[CH3:46])[cH:37][cH:38]1)(=[O:29])=[O:30].[CH3:3][N:4]([CH3:5])[CH:6]=[O:7].[H-:1].[Na+:2].[OH2:53].[c:8]1(-[c:14]2[n:15][nH:16][cH:17][c:18]2[CH2:19][CH2:20][C:21](=[O:22])[O:23][CH2:24][CH3:25])[cH:9][cH:10][cH:11][cH:12][cH:13]1>>[c:8]1(-[c:14]2[n:15][n:16]([CH2:31][CH2:32][c:33]3[cH:34][cH:35][c:36]([O:39][CH2:40][c:41]4[n:42][c:43](-[c:47]5[cH:48][cH:49][cH:50][cH:51][cH:52]5)[o:44][c:45]4[CH3:46])[cH:37][cH:38]3)[cH:17][c:18]2[CH2:19][CH2:20][C:21](=[O:22])[O:23][CH2:24][CH3:25])[cH:9][cH:10][cH:11][cH:12][cH:13]1. The reactants are CC(=O)O[BH-](OC(C)=O)OC(C)=O, CC(=O)O, CO, [Na+], CN(CCNCCc1ccc2c(c1)OCO2)c1nc(-n2ccnc2)ns1. Yields the product CN(CCc1ccc2c(c1)OCO2)CCN(C)c1nc(-n2ccnc2)ns1. Reaction SMILES: [C:31]([O:32][BH-:33]([O:34][C:35](=[O:36])[CH3:37])[O:38][C:39](=[O:40])[CH3:41])(=[O:42])[CH3:43].[CH3:27][C:28](=[O:29])[OH:30].[CH3:45][OH:46].[Na+:44].[O:1]1[CH2:2][O:3][c:4]2[c:5]1[cH:6][cH:7][c:8]([CH2:10][CH2:11][NH:12][CH2:13][CH2:14][N:15]([CH3:16])[c:17]1[n:18][c:19](-[n:22]3[cH:23][n:24][cH:25][cH:26]3)[n:20][s:21]1)[cH:9]2>>[O:1]1[CH2:2][O:3][c:4]2[c:5]1[cH:6][cH:7][c:8]([CH2:10][CH2:11][N:12]([CH2:13][CH2:14][N:15]([CH3:16])[c:17]1[n:18][c:19](-[n:22]3[cH:23][n:24][cH:25][cH:26]3)[n:20][s:21]1)[CH3:27])[cH:9]2. The reactants are CCOC(=O)Cc1cccc(CN(Cc2ccc(C)cc2)S(C)(=O)=O)c1, CO, Cl, [Na+], [OH-], O. Yields the product Cc1ccc(CN(Cc2cccc(CC(=O)O)c2)S(C)(=O)=O)cc1. As a reaction SMILES: [CH2:1]([CH3:2])[O:3][C:4]([CH2:5][c:6]1[cH:7][c:8]([CH2:12][N:13]([CH2:14][c:15]2[cH:16][cH:17][c:18]([CH3:21])[cH:19][cH:20]2)[S:22](=[O:23])(=[O:24])[CH3:25])[cH:9][cH:10][cH:11]1)=[O:26].[CH3:29][OH:30].[ClH:31].[Na+:28].[OH-:27].[OH2:32]>>[O:3]=[C:4]([CH2:5][c:6]1[cH:7][c:8]([CH2:12][N:13]([CH2:14][c:15]2[cH:16][cH:17][c:18]([CH3:21])[cH:19][cH:20]2)[S:22](=[O:23])(=[O:24])[CH3:25])[cH:9][cH:10][cH:11]1)[OH:26]. Reactants: BrCc1ccccc1, CCCC[N+](CCCC)(CCCC)CCCC, CC1(C)C(=O)N(c2ccc(C#N)c(C(F)(F)F)c2)C(=O)N1CCCCO, CN(C)C=O, [H-], [I-], [K+], [Na+], O=P([O-])(O)O. The product is CC1(C)C(=O)N(c2ccc(C#N)c(C(F)(F)F)c2)C(=O)N1CCCCOCc1ccccc1. RXN SMILES: [Br:29][CH2:30][c:31]1[cH:32][cH:33][cH:34][cH:35][cH:36]1.[CH2:49]([N+:50]([CH2:51][CH2:52][CH2:53][CH3:54])([CH2:55][CH2:56][CH2:57][CH3:58])[CH2:59][CH2:60][CH2:61][CH3:62])[CH2:63][CH2:64][CH3:65].[CH3:3][C:4]1([CH3:28])[N:5]([CH2:23][CH2:24][CH2:25][CH2:26][OH:27])[C:6](=[O:22])[N:7]([c:10]2[cH:11][c:12]([C:18]([F:19])([F:20])[F:21])[c:13]([C:14]#[N:15])[cH:16][cH:17]2)[C:8]1=[O:9].[CH3:43][N:44]([CH3:45])[CH:46]=[O:47].[H-:1].[I-:48].[K+:42].[Na+:2].[P:37]([OH:38])([OH:39])([O-:40])=[O:41]>>[CH3:3][C:4]1([CH3:28])[N:5]([CH2:23][CH2:24][CH2:25][CH2:26][O:27][CH2:30][c:31]2[cH:32][cH:33][cH:34][cH:35][cH:36]2)[C:6](=[O:22])[N:7]([c:10]2[cH:11][c:12]([C:18]([F:19])([F:20])[F:21])[c:13]([C:14]#[N:15])[cH:16][cH:17]2)[C:8]1=[O:9]. Reactants: CC(C)(C)Cl, PC12CC3CC(CC(C3)C1)C2, C1CCOC1, [Li]CCCC. Yields the product CC(C)(C)PC12CC3CC(CC(C3)C1)C2. As a reaction SMILES: [C:17]([CH3:18])([CH3:19])([CH3:20])[Cl:21].[C:6]12([PH2:16])[CH2:7][CH:8]3[CH2:9][CH:10]([CH2:11][CH:12]([CH2:13]1)[CH2:14]3)[CH2:15]2.[CH2:22]1[O:23][CH2:24][CH2:25][CH2:26]1.[CH3:1][CH2:2][CH2:3][CH2:4][Li:5]>>[C:6]12([PH:16][C:17]([CH3:18])([CH3:19])[CH3:20])[CH2:7][CH:8]3[CH2:9][CH:10]([CH2:11][CH:12]([CH2:13]1)[CH2:14]3)[CH2:15]2. Starting materials: COC(C1=CC=C(C=C1)NC(COC1=CC=C(C=C1)C12CC3CC(CC(C1)C3)C2)=O)=O (4-[2-(4-adamantan-1-yl-phenoxy)-acetylamino]-benzoic acid methyl ester), LiOHH2O, Cl (HCl). Run in O1CCOCC1.O (1,4-dioxane H2O). Product: C12(CC3CC(CC(C1)C3)C2)C2=CC=C(OCC(=O)NC3=CC=C(C(=O)O)C=C3)C=C2 (4-[2-(4-Adamantan-1-yl-phenoxy)acetylamino]-benzoic acid). Yield: 62.7%. Reaction SMILES: C[O:2][C:3](=[O:31])[C:4]1[CH:9]=[CH:8][C:7]([NH:10][C:11](=[O:30])[CH2:12][O:13][C:14]2[CH:19]=[CH:18][C:17]([C:20]34[CH2:29][CH:24]5[CH2:25][CH:26]([CH2:28][CH:22]([CH2:23]5)[CH2:21]3)[CH2:27]4)=[CH:16][CH:15]=2)=[CH:6][CH:5]=1.Cl>O1CCOCC1.O>[C:20]12([C:17]3[CH:18]=[CH:19][C:14]([O:13][CH2:12][C:11]([NH:10][C:7]4[CH:6]=[CH:5][C:4]([C:3]([OH:31])=[O:2])=[CH:9][CH:8]=4)=[O:30])=[CH:15][CH:16]=3)[CH2:27][CH:26]3[CH2:28][CH:22]([CH2:23][CH:24]([CH2:25]3)[CH2:29]1)[CH2:21]2 |f:2.3|. Procedure: A solution of 4-[2-(4-adamantan-1-yl-phenoxy)-acetylamino]-benzoic acid methyl ester (79.1 mg, 0.16 mmol) in 1,4-dioxane/H2O (3:1, 8 ml) was treated with LiOHH2O (15.9 mg, 0.38 mmol) at room temperature until the reaction was complete, as judged by TLC. The reaction mixture was then acidified with 10% HCl to PH 2, and then partitioned between ethyl acetate and brine. The organic phase was washed with water, dried (MgSO4 anh), and concentrated. The residue was purified by silica gel flash column ...